describe an organic reaction: reactants, conditions, products, and yield From a dataset of the Open Reaction Database (ORD), a public repository of structured organic reaction records. Reactants: C(C)[C@@H]1[C@@H]([C@]2(C)[C@@H](C1)[C@@H]1CCC3=CC(CC[C@@H]3[C@H]1CC2)=O)O (16β-ethyl-17β-hydroxy-4-estren-3-one), CN(C1=CC=CC=C1)C (dimethylaniline), C(C)(=O)OCC (ethyl acetate), BrC(C(=O)Br)(C)C (2-bromo-2-methylpropionyl bromide). The solvent is ClCCl (dichloromethane). Conditions: time 16 hour. Product: C(C)[C@@H]1[C@@H]([C@]2(C)[C@@H](C1)[C@@H]1CCC3=CC(CC[C@@H]3[C@H]1CC2)=O)OC(C(C)(C)Br)=O (16β-Ethyl-17β-(2-bromo-2-methylpropionyloxy)4-estren-3-one). Reaction SMILES: [CH2:1]([C@H:3]1[CH2:8][C@H:7]2[C@H:9]3[C@H:18]([CH2:19][CH2:20][C@:5]2([CH3:6])[C@H:4]1[OH:22])[C@@H:17]1[C:12](=[CH:13][C:14](=[O:21])[CH2:15][CH2:16]1)[CH2:11][CH2:10]3)[CH3:2].CN(C)C1C=CC=CC=1.[Br:32][C:33]([CH3:38])([CH3:37])[C:34](Br)=[O:35].C(OCC)(=O)C>ClCCl>[CH2:1]([C@H:3]1[CH2:8][C@H:7]2[C@H:9]3[C@H:18]([CH2:19][CH2:20][C@:5]2([CH3:6])[C@H:4]1[O:22][C:34](=[O:35])[C:33]([Br:32])([CH3:38])[CH3:37])[C@@H:17]1[C:12](=[CH:13][C:14](=[O:21])[CH2:15][CH2:16]1)[CH2:11][CH2:10]3)[CH3:2]. Procedure details: In 30 ml of dichloromethane are dissolved 3.2 g of 16β-ethyl-17β-hydroxy-4-estren-3-one and 1.2 ml of dimethylaniline and, with stirring at room temperature (15°-25° C.), 1.0 ml of 2-bromo-2-methylpropionyl bromide is added to the above solution. The mixture is stirred at room temperature (15°-25° C.) for 16 hours, followed by addition of 300 ml of ethyl acetate. The mixture is washed with 10% phosphoric acid, water, 5% aqueous sodium hydrogen carbonate and saturated aqueous sodium chloride in t... Starting materials: CCN1CCCC(CBr)C1, O=C([O-])[O-], CCCCNc1nc(N)c2nc(OC)[nH]c2n1, CN(C)C=O, O=C(O)C(F)(F)F, [K+], [K+], O. Product: CCCCNc1nc(N)c2nc(OC)n(CC3CCCN(CC)C3)c2n1. RXN SMILES: [Br:31][CH2:32][CH:33]1[CH2:34][N:35]([CH2:39][CH3:40])[CH2:36][CH2:37][CH2:38]1.[C:25](=[O:26])([O-:27])[O-:28].[CH2:8]([CH2:9][CH2:10][CH3:11])[NH:12][c:13]1[n:14][c:15]([NH2:24])[c:16]2[n:17][c:18]([O:22][CH3:23])[nH:19][c:20]2[n:21]1.[CH3:42][N:43]([CH3:44])[CH:45]=[O:46].[F:1][C:2]([F:3])([F:4])[C:5]([OH:6])=[O:7].[K+:29].[K+:30].[OH2:41]>>[CH2:8]([CH2:9][CH2:10][CH3:11])[NH:12][c:13]1[n:14][c:15]([NH2:24])[c:16]2[n:17][c:18]([O:22][CH3:23])[n:19]([CH2:32][CH:33]3[CH2:34][N:35]([CH2:39][CH3:40])[CH2:36][CH2:37][CH2:38]3)[c:20]2[n:21]1. The reactants are C(C)OC(CCC1=NN=C(C2=CC(=CC=C12)OC)C=1SC=CN1)=O (3-(6-methoxy-4-thiazol-2-yl-phthalazin-1-yl)-propionic acid ethyl ester), [OH-].[Na+] (NaOH). Run in CO (CH3OH). The product is COC=1C=C2C(=NN=C(C2=CC1)CCC(=O)O)C=1SC=CN1 (3-(6-Methoxy-4-thiazol-2-yl-phthalazin-1-yl)-propionic acid). Isolated yield 82.9%. RXN SMILES: C([O:3][C:4](=[O:24])[CH2:5][CH2:6][C:7]1[C:16]2[C:11](=[CH:12][C:13]([O:17][CH3:18])=[CH:14][CH:15]=2)[C:10]([C:19]2[S:20][CH:21]=[CH:22][N:23]=2)=[N:9][N:8]=1)C.[OH-].[Na+]>CO>[CH3:18][O:17][C:13]1[CH:12]=[C:11]2[C:16](=[CH:15][CH:14]=1)[C:7]([CH2:6][CH2:5][C:4]([OH:24])=[O:3])=[N:8][N:9]=[C:10]2[C:19]1[S:20][CH:21]=[CH:22][N:23]=1 |f:1.2|. Procedure: Operating analogously to what described in example 118 starting from 3-(6-methoxy-4-thiazol-2-yl-phthalazin-1-yl)-propionic acid ethyl ester (1.05 g, 3.06 mmoles), prepared as described in example 122, CH3OH (25 ml) and 10% NaOH (2.5 ml, 6.25 mmoles), 0.8 g of the title compound were obtained (yield: 82.9%). m.p.: 228-229° C. Starting materials: Cl.C1N[C@H](CC2=CC=CC=C12)C(=O)OC ((R)-methyl 1,2,3,4-tetrahydroisoquinoline-3-carboxylate hydrochloride), C(C)N(C(C)C)C(C)C (i-Pr2EtN), ClC=1C(=NN(C1C)C1=C(C(=O)O)C=C(C=C1)C(NS(=O)(=O)C1=CC2=CC=CC=C2C=C1)=O)C(N(CCCC)CCCC)=O (2-(4-chloro-3-(dibutylcarbamoyl)-5-methyl-1H-pyrazol-1-yl)-5-(naphthalen-2-ylsulfonylcarbamoyl)benzoic acid), ClC=1C(=NN(C1C)C1=C(C(=O)O)C=C(C=C1)C(NS(=O)(=O)C1=CC2=CC=CC=C2C=C1)=O)C(N(CCCC)CCCC)=O (2-(4-chloro-3-(dibutylcarbamoyl)-5-methyl-1H-pyrazol-1-yl)-5-(naphthalen-2-ylsulfonylcarbamoyl)benzoic acid), 1-chloro-N,N-2-trimethylprop-1-en-1-amine. Run in C1CCOC1 (THF), C(Cl)Cl (CH2Cl2). Conditions: time 30 minute. Product: ClC=1C(=NN(C1C)C1=C(C(=O)N2CC3=CC=CC=C3C[C@@H]2C(=O)OC)C=C(C=C1)C(NS(=O)(=O)C1=CC2=CC=CC=C2C=C1)=O)C(N(CCCC)CCCC)=O ((3R)-Methyl 2-(2-(4-chloro-3-(dibutylcarbamoyl)-5-methyl-1H-pyrazol-1-yl)-5-(naphthalen-2-ylsulfonylcarbamoyl)benzoyl)-1,2,3,4-tetrahydroisoquinoline-3-carboxylate). Yield: 37.6%. RXN SMILES: [Cl:1][C:2]1[C:3]([C:33](=[O:43])[N:34]([CH2:39][CH2:40][CH2:41][CH3:42])[CH2:35][CH2:36][CH2:37][CH3:38])=[N:4][N:5]([C:8]2[CH:16]=[CH:15][C:14]([C:17](=[O:32])[NH:18][S:19]([C:22]3[CH:31]=[CH:30][C:29]4[C:24](=[CH:25][CH:26]=[CH:27][CH:28]=4)[CH:23]=3)(=[O:21])=[O:20])=[CH:13][C:9]=2[C:10](O)=[O:11])[C:6]=1[CH3:7].Cl.[CH2:45]1[C:54]2[C:49](=[CH:50][CH:51]=[CH:52][CH:53]=2)[CH2:48][C@H:47]([C:55]([O:57][CH3:58])=[O:56])[NH:46]1.C(N(C(C)C)C(C)C)C>C(Cl)Cl.C1COCC1>[Cl:1][C:2]1[C:3]([C:33](=[O:43])[N:34]([CH2:39][CH2:40][CH2:41][CH3:42])[CH2:35][CH2:36][CH2:37][CH3:38])=[N:4][N:5]([C:8]2[CH:16]=[CH:15][C:14]([C:17](=[O:32])[NH:18][S:19]([C:22]3[CH:31]=[CH:30][C:29]4[C:24](=[CH:25][CH:26]=[CH:27][CH:28]=4)[CH:23]=3)(=[O:20])=[O:21])=[CH:13][C:9]=2[C:10]([N:46]2[C@@H:47]([C:55]([O:57][CH3:58])=[O:56])[CH2:48][C:49]3[C:54](=[CH:53][CH:52]=[CH:51][CH:50]=3)[CH2:45]2)=[O:11])[C:6]=1[CH3:7] |f:1.2|. Procedure: To 2-(4-chloro-3-(dibutylcarbamoyl)-5-methyl-1H-pyrazol-1-yl)-5-(naphthalen-2-ylsulfonylcarbamoyl)benzoic acid (Intermediate 91F, 50 mg, 0.080 mmol) in CH2Cl2 (890 μL) was added 1-chloro-N,N-2-trimethylprop-1-en-1-amine (21 μL, 0.16 mmol). After stirring for 30 min at room temperature, (R)-methyl 1,2,3,4-tetrahydroisoquinoline-3-carboxylate hydrochloride (20 mg, 0.088 mmol) in THF (900 μL) was added followed by i-Pr2EtN (42 μL, 0.24 mmol). The resulting reaction mixture was stirred at room tempe... The reactants are C(C)N1C(OC2=C1C(=CC(=C2)N2C(O[C@H](C2)C(=O)OC)=O)F)=O (methyl (5R)-3-(3-ethyl-4-fluoro-2-oxo-2,3-dihydro-6-benzoxazolyl)-2-oxo-5-oxazolidinecarboxylate), N (ammonia). Solvent: CO (methanol). Product: C(C)N1C(OC2=C1C(=CC(=C2)N2C(O[C@H](C2)C(=O)N)=O)F)=O ((5R)-3-(3-ethyl-4-fluoro-2-oxo-2,3-dihydro-6-benzoxazolyl)-2-oxo-5-oxazolidinecarboxamide). Reaction SMILES: [CH2:1]([N:3]1[C:7]2[C:8]([F:22])=[CH:9][C:10]([N:12]3[CH2:16][C@H:15]([C:17]([O:19]C)=O)[O:14][C:13]3=[O:21])=[CH:11][C:6]=2[O:5][C:4]1=[O:23])[CH3:2].[NH3:24]>CO>[CH2:1]([N:3]1[C:7]2[C:8]([F:22])=[CH:9][C:10]([N:12]3[CH2:16][C@H:15]([C:17]([NH2:24])=[O:19])[O:14][C:13]3=[O:21])=[CH:11][C:6]=2[O:5][C:4]1=[O:23])[CH3:2]. Procedure details: Prepared from methyl (5R)-3-(3-ethyl-4-fluoro-2-oxo-2,3-dihydro-6-benzoxazolyl)-2-oxo-5-oxazolidinecarboxylate (Step 4, 0.250 g, 0.771 mmol) and ammonia in methanol (5 ml) according to the method of EXAMPLE 86, Step 10 (0.15 g, 63%); MS for C13H12FN3O5 m/z 310 (M+H)+; 1H NMR (DMSO-d6, 300 Mhz) δ 7.87 (br s, 1H), 7.63 (br s, 1H), 7.52 (d, 1H), 7.44 (dd, 1H), 5.03 (dd, 1H), 4.26 (t, 1H), 4.02 (dd, 1H), 3.86 (q, 2H), 1.28 (t, 3H).